From a dataset of the Open Reaction Database (ORD), a public repository of structured organic reaction records. describe an organic reaction: reactants, conditions, products, and yield Reactants: Cl.O=C1N(C(C2=C3C(C=CC=C13)=CC=C2)=O)CCCCN2CCC(CC2)N(C(CC)=O)C2=CC=CC=C2 (N-[1-[4-(1,3-dihydro-1,3-dioxo-2H-benz[de]isoquinolin-2-yl)butyl]-4-piperidinyl]-N-phenylpropanamide, hydrochloride), BrCCCCCCBr (1,6-dibromohexane), BrCCCCBr (1,4-dibromobutane). Yields the product BrCCCCCCN1C(C2=CC=CC=3C2=C(C1=O)C=CC3)=O (2-(6-bromohexyl)-1H-benz[de]isoquinoline-1,3(2H)-dione). As a reaction SMILES: Cl.[O:2]=[C:3]1[C:12]2[C:7]3[C:8](=[CH:13][CH:14]=[CH:15][C:6]=3[C:5](=[O:16])[N:4]1[CH2:17]CCCN1CCC(N(C3C=CC=CC=3)C(=O)CC)CC1)[CH:9]=[CH:10][CH:11]=2.[Br:38][CH2:39][CH2:40][CH2:41][CH2:42][CH2:43]CBr.BrCCCCBr>>[Br:38][CH2:39][CH2:40][CH2:41][CH2:42][CH2:43][CH2:17][N:4]1[C:5](=[O:16])[C:6]2[CH:15]=[CH:14][CH:13]=[C:8]3[C:7]=2[C:12](=[CH:11][CH:10]=[CH:9]3)[C:3]1=[O:2] |f:0.1|. Reported procedure: Following the procedure of part (a) of example 31 but substituting 1,6-dibromohexane for the 1,4-dibromobutane, one obtains 2-(6-bromohexyl)-1H-benz[de]isoquinoline-1,3(2H)-dione; m.p. 95°-96°. Reactants: ClC1=CC2=C(OCOC2)C(=C1)C(O)C=1N=CN(C1)C(C1=CC=CC=C1)(C1=CC=CC=C1)C1=CC=CC=C1 (alpha-(6-chloro-4H-1,3-benzodioxin-8-yl)-1-triphenylmethyl-1H-imidazole-4-methanol). The reagents and catalysts are [Pd] (palladium on carbon). Run in C(C)(=O)O (acetic acid). Product: Cl.O1COCC2=C1C(=CC=C2)CC=2N=CNC2 (4-[(4H-1,3-benzodioxin-8-yl)methyl]-1H-imidazole hydrochloride). The yield is 83.9%. RXN SMILES: [Cl:1][C:2]1[CH:11]=[C:10]([CH:12]([C:14]2[N:15]=[CH:16][N:17](C(C3C=CC=CC=3)(C3C=CC=CC=3)C3C=CC=CC=3)[CH:18]=2)O)[C:5]2[O:6][CH2:7][O:8][CH2:9][C:4]=2[CH:3]=1>C(O)(=O)C.[Pd]>[ClH:1].[O:6]1[C:5]2[C:10]([CH2:12][C:14]3[N:15]=[CH:16][NH:17][CH:18]=3)=[CH:11][CH:2]=[CH:3][C:4]=2[CH2:9][O:8][CH2:7]1 |f:3.4|. Reported procedure: 50.85 g (0.1 mole) of alpha-(6-chloro-4H-1,3-benzodioxin-8-yl)-1-triphenylmethyl-1H-imidazole-4-methanol (prepared in Example 1.C.1.), dissolved in 500 ml of acetic acid, are hydrogenolyzed in the presence of 3 g of 10% palladium on carbon for 2 hours at 80° C., under a hydrogen pressure of 2.41 bars. The catalyst is then filtered off and the solvent is distilled under reduced pressure. The residue obtained is extracted three times with diethyl ether to remove the triphenylmethane formed. It is ... The reactants are resultant mixture, O1CC1CSCCCCCCCCCCCCCCCCCC (rac-1,2-Epoxy-3-octadecylthiopropane), N1C(=O)N=C(N)C=C1 (cytosine), C([O-])([O-])=O.[K+].[K+] (potassium carbonate), C(Cl)(Cl)Cl (chloroform). The solvent is CN(C=O)C (dimethyl formamide). Yields the product OC(CN1C(=O)N=C(N)C=C1)CSCCCCCCCCCCCCCCCCCC (1-[2'-hydroxy-3'-octadecylthiopropyl]-cytosine). Reaction SMILES: [O:1]1[CH:3]([CH2:4][S:5][CH2:6][CH2:7][CH2:8][CH2:9][CH2:10][CH2:11][CH2:12][CH2:13][CH2:14][CH2:15][CH2:16][CH2:17][CH2:18][CH2:19][CH2:20][CH2:21][CH2:22][CH3:23])[CH2:2]1.[NH:24]1[CH:31]=[CH:30][C:28]([NH2:29])=[N:27][C:25]1=[O:26].C(=O)([O-])[O-].[K+].[K+].C(Cl)(Cl)Cl>CN(C)C=O>[OH:1][CH:3]([CH2:4][S:5][CH2:6][CH2:7][CH2:8][CH2:9][CH2:10][CH2:11][CH2:12][CH2:13][CH2:14][CH2:15][CH2:16][CH2:17][CH2:18][CH2:19][CH2:20][CH2:21][CH2:22][CH3:23])[CH2:2][N:24]1[CH:31]=[CH:30][C:28]([NH2:29])=[N:27][C:25]1=[O:26] |f:2.3.4|. Reported procedure: rac-1,2-Epoxy-3-octadecylthiopropane (2.0 g, 5.83 mmol) is added to a mixture of cytosine (1.0 g, 9.0 mmol) and anhydrous potassium carbonate (40 mg) in dimethyl formamide (25 mL) over a 30 minute period under a nitrogen atmosphere. The resultant mixture is stirred at 80°-90° C. (oil bath temperature) for 48 hours. The reaction mixture is cooled to room temperature and concentrated in vacuo to leave a residue. The residue is stirred with chloroform (50 mL). The undissolved material is filtered i... Starting materials: ice water, ClC1=C(C=NC2=CC(=C(C=C12)OCC)OCC)C#N (4-chloro-6,7-diethoxy-quinoline-3-carbonitrile), NC=1C=C2CCCC2=CC1 (5-Aminoindan), C([O-])([O-])=O.[Na+].[Na+] (sodium carbonate). Solvent: COCCO (2-methoxyethanol). Conditions: temperature 100 celsius. Product: C(C)OC=1C=C2C(=C(C=NC2=CC1OCC)C#N)NC=1C=C2CCCC2=CC1 (6,7-Diethoxy-4-(indan-5-ylamino)-quinoline-3-carbonitrile). Isolated yield 80.6%. RXN SMILES: Cl[C:2]1[C:11]2[C:6](=[CH:7][C:8]([O:15][CH2:16][CH3:17])=[C:9]([O:12][CH2:13][CH3:14])[CH:10]=2)[N:5]=[CH:4][C:3]=1[C:18]#[N:19].[NH2:20][C:21]1[CH:22]=[C:23]2[C:27](=[CH:28][CH:29]=1)[CH2:26][CH2:25][CH2:24]2.C(=O)([O-])[O-].[Na+].[Na+]>COCCO>[CH2:13]([O:12][C:9]1[CH:10]=[C:11]2[C:6](=[CH:7][C:8]=1[O:15][CH2:16][CH3:17])[N:5]=[CH:4][C:3]([C:18]#[N:19])=[C:2]2[NH:20][C:21]1[CH:22]=[C:23]2[C:27](=[CH:28][CH:29]=1)[CH2:26][CH2:25][CH2:24]2)[CH3:14] |f:2.3.4|. Procedure details: A solution of 400 mg (1.44 mM) of 4-chloro-6,7-diethoxy-quinoline-3-carbonitrile and 205 mg (1.54 mM) of 5-Aminoindan in 12 ml of 2-methoxyethanol was refluxed for 3 hours. To the warm solution was added 1 ml of 1M sodium carbonate and the sample was heated for 5 minutes at 100° C., then poured into 300 ml of ice water. The solid was collected, washed with water followed by ether and dried under vacuum at 80° C. The brown solid was dissolved digested in 200 ml of ethanol and the volume was reduc...